From a dataset of the Open Reaction Database (ORD), a public repository of structured organic reaction records. describe an organic reaction: reactants, conditions, products, and yield The reactants are NC=1C=C(/C=C/C(=O)OC)C=CC1 (methyl trans-3-aminocinnamate), CN1C(=CC=C1)C(=O)O (1-methylpyrrole-2-carboxylic acid), CCN=C=NCCCN(C)C.Cl (EDCI.HCl). The solvent is N1=CC=CC=C1 (pyridine), O (water), C(Cl)Cl (CH2Cl2). Reaction conditions: temperature 50 celsius, time 2.5 hour. The product is CN1C(=CC=C1)C(=O)NC=1C=C(/C=C/C(=O)OC)C=CC1 (methyl (E) -3- (l-methylpyrrole-2-carboxamido)cinnamate). Isolated yield 73.8%. As a reaction SMILES: [NH2:1][C:2]1[CH:3]=[C:4]([CH:11]=[CH:12][CH:13]=1)/[CH:5]=[CH:6]/[C:7]([O:9][CH3:10])=[O:8].[CH3:14][N:15]1[CH:19]=[CH:18][CH:17]=[C:16]1[C:20](O)=[O:21].CCN=C=NCCCN(C)C.Cl>N1C=CC=CC=1.O.C(Cl)Cl>[CH3:14][N:15]1[CH:19]=[CH:18][CH:17]=[C:16]1[C:20]([NH:1][C:2]1[CH:3]=[C:4]([CH:11]=[CH:12][CH:13]=1)/[CH:5]=[CH:6]/[C:7]([O:9][CH3:10])=[O:8])=[O:21] |f:2.3|. Procedure details: A mixture of methyl (E)-3-aminocinnamate (9) (1.20 g, 6.77 mmol), 1-methylpyrrole-2-carboxylic acid (0.89 g, 7.11 mmol) and EDCI.HCl (1.56 g, 8.14 mmol) in pyridine (8 mL) was stirred at 50° C. for 2.5 h and then cooled and diluted with water. The precipitated semi-solid was dissolved in CH2Cl2, the solution was washed with 0.5 N HCl (2×) and water (2×) and then dried and concentrated under reduced pressure below 30° C. The residue was chromatographed on silica gel, eluting with CH2Cl2/EtOAc (10... Starting materials: C(C)N(C(=O)COC=1C=CC=C2C(=CNC12)C[C@@H](C)NC(OC(C)(C)C)=O)CC (tert-butyl (R)-[2-(7-diethylcarbamoylmethoxy-1H-indol-3-yl)-1-methylethyl]carbamate), [OH-].[K+] (potassium hydroxide). Solvent: O (water), C(C)O (ethanol). Yields the product C(C)(C)(C)OC(=O)N[C@@H](CC1=CNC2=C(C=CC=C12)OCC(=O)O)C ((R)-[3-(2-(tert-butoxycarbonylamino)propyl)-1H-indol-7-yloxy]acetic acid). Isolated yield 99.0%. Reaction SMILES: C(N(CC)[C:4]([CH2:6][O:7][C:8]1[CH:9]=[CH:10][CH:11]=[C:12]2[C:16]=1[NH:15][CH:14]=[C:13]2[CH2:17][C@H:18]([NH:20][C:21](=[O:27])[O:22][C:23]([CH3:26])([CH3:25])[CH3:24])[CH3:19])=[O:5])C.[OH-:30].[K+]>O.C(O)C>[C:23]([O:22][C:21]([NH:20][C@H:18]([CH3:19])[CH2:17][C:13]1[C:12]2[C:16](=[C:8]([O:7][CH2:6][C:4]([OH:30])=[O:5])[CH:9]=[CH:10][CH:11]=2)[NH:15][CH:14]=1)=[O:27])([CH3:24])([CH3:26])[CH3:25] |f:1.2|. Reported procedure: A solution of tert-butyl (R)-[2-(7-diethylcarbamoylmethoxy-1H-indol-3-yl)-1-methylethyl]carbamate (0.35 g, 0.87 mmol) and potassium hydroxide (0.39 g, 7 mmol) in water (4 mL) and ethanol (6 mL) is stirred at 60° C. for 8 hours. After cooling, the mixture is concentrated and acidified by addition of water (30 mL) and acetic acid. The resultant is extracted with chloroform, washed with water, dried over magnesium sulfate, and concentrated under reduced pressure to give the desired (R)-[3-(2-(tert-...